From a dataset of the Open Reaction Database (ORD), a public repository of structured organic reaction records. describe an organic reaction: reactants, conditions, products, and yield Starting materials: solution, CN1CC2(CCCC(C1)C2)C(=O)OCC (ethyl (3-methyl-3-azabicyclo[3.3.1]non-1-yl)carboxylate), CC1(NC(CCC1)(C)C)C (2,2,6,6-tetramethylpiperidine), Cl (hydrogen chloride), C(C)(=O)Cl (acetyl chloride), BrCBr (dibromomethane), solution, C(CCC)[Li] (n-butyllithium), solution, C(CCC)[Li] (n-butyllithium), solution, [Li]N1C(CCCC1(C)C)(C)C (lithium 2,2,6,6-tetramethylpiperidide), CC1(NC(CCC1)(C)C)C (2,2,6,6-tetramethylpiperidine). Solvent: O1CCCC1 (tetrahydrofuran), O1CCCC1 (tetrahydrofuran), C(C)O (ethanol), O1CCCC1 (tetrahydrofuran), CCCCCC (hexane), CCCCCC (hexane). Conditions: temperature -90 celsius, time 20 minute. Product: C(C)OC(CC12CN(CC(CCC1)C2)C)=O (Ethyl(3-methyl-3-azabicyclo[3.3.1]non-1-yl)acetate). Reaction SMILES: BrCBr.[CH2:4]([Li])[CH2:5][CH2:6]C.[Li][N:10]1[C:15](C)(C)[CH2:14][CH2:13][CH2:12][C:11]1(C)C.[CH3:20]C1(C)CCCC(C)(C)N1.CN1CC2C[C:33]([C:40]([O:42][CH2:43][CH3:44])=[O:41])(CCC2)C1.Cl.C(Cl)(=O)C>O1CCCC1.CCCCCC.C(O)C>[CH2:43]([O:42][C:40](=[O:41])[CH2:33][C:14]12[CH2:13][CH:12]([CH2:6][CH2:5][CH2:4]1)[CH2:11][N:10]([CH3:20])[CH2:15]2)[CH3:44]. Reported procedure: 1.1 ml of dibromomethane was dissolved in tetrahydrofuran (20 ml) and cooled to −90° C. Into the solution thus obtained were dropped 9.77 ml of a 1.6 M solution of n-butyllithium in hexane and 20 ml of a solution of lithium 2,2,6,6-tetramethylpiperidide, which had been prepared from 2.88 ml of 2,2,6,6-tetramethylpiperidine, in tetrahydrofuran while maintaining the bulk temperature at 10° C. or below. 5 minutes thereafter, 10 ml of a solution of 1.0 g of ethyl (3-methyl-3-azabicyclo[3.3.1]non-1-y... The reactants are CCN=C=NCCCN(C)C.Cl (EDC.HCl), C=1C=CC2=C(C1)N=NN2O (HOBT), O.NN (hydrazine hydrate), O1[C@@H](CCC1)C(=O)O ((S)-tetrahydrofuran-2-carboxylic acid). Solvent: ClCCl (dichloromethane). Run at time 8 hour. The product is O1[C@@H](CCC1)C(=O)NN ((S)-Tetrahydrofuran-2-carbohydrazide). Isolated yield 160.2%. As a reaction SMILES: [O:1]1[CH2:5][CH2:4][CH2:3][C@H:2]1[C:6]([OH:8])=O.CCN=C=NCCCN(C)C.Cl.C1C=CC2N(O)[N:28]=[N:27]C=2C=1.O.NN>ClCCl>[O:1]1[CH2:5][CH2:4][CH2:3][C@H:2]1[C:6]([NH:27][NH2:28])=[O:8] |f:1.2,4.5|. Reported procedure: To a round-bottom flask was added a solution of (S)-tetrahydrofuran-2-carboxylic acid (3.00 g, 25.8 mmol, 1.00 equiv) in dichloromethane (40 mL). EDC.HCl (7.50 g, 39.1 mmol, 1.50 equiv), HOBT (5.20 g, 38.5 mmol, 1.50 equiv), and hydrazine hydrate (2 mL, 2.00 equiv, 99%) were added to the reaction. The resulting solution was stirred overnight at room temperature. The solids were removed by filtration and the filtrate was concentrated in vacuo to furnish 5.38 g (80%) of the title compound as a yel... Starting materials: CCOC(=O)C(C)=Cc1cc(OC)c(OC)cc1[N+](=O)[O-], CO, Cl, [Na+], [OH-]. Yields the product COc1cc(C=C(C)C(=O)O)c([N+](=O)[O-])cc1OC. Reaction SMILES: [CH2:1]([CH3:2])[O:3][C:4]([C:5](=[CH:6][c:7]1[c:8]([N+:17](=[O:18])[O-:19])[cH:9][c:10]([O:15][CH3:16])[c:11]([O:13][CH3:14])[cH:12]1)[CH3:20])=[O:21].[CH3:25][OH:26].[ClH:24].[Na+:23].[OH-:22]>>[O:3]=[C:4]([C:5](=[CH:6][c:7]1[c:8]([N+:17](=[O:18])[O-:19])[cH:9][c:10]([O:15][CH3:16])[c:11]([O:13][CH3:14])[cH:12]1)[CH3:20])[OH:21]. Reactants: ClC1=CC=C(OC=2C=CC(=NC2)C(C2=CC(=C(C=C2)OC)OC)=O)C=C1 (5-(4-chlorophenoxy)-2-(3,4-dimethoxybenzoyl)pyridine), CC(C)([O-])C.[K+] (potassium tert-butoxide), C(C)(C)(C)O[K] (tert-butoxy potassium), C(C)OP(=O)(OCC)CC(=O)N1CCOCC1 (diethylphosphonoacetic acid morpholide), COCCOC (1,2-dimethoxyethane). Conditions: time 6 hour. Product: ClC1=CC=C(OC=2C=CC(=NC2)C(=CC(=O)ON2CCOCC2)C2=CC(=C(C=C2)OC)OC)C=C1 (4-[3-(5-(4-chlorophenoxy)-2-pyridyl)-3-(3,4-dimethoxyphenyl)acryloxy]morpholine). As a reaction SMILES: C(OP(CC([N:12]1[CH2:17][CH2:16][O:15][CH2:14][CH2:13]1)=O)(OCC)=O)C.C[C:19]([CH3:22])([O-:21])C.[K+].[Cl:24][C:25]1[CH:49]=[CH:48][C:28]([O:29][C:30]2[CH:31]=[CH:32][C:33]([C:36](=O)[C:37]3[CH:42]=[CH:41][C:40]([O:43][CH3:44])=[C:39]([O:45][CH3:46])[CH:38]=3)=[N:34][CH:35]=2)=[CH:27][CH:26]=1.C[O:51]CCOC>>[Cl:24][C:25]1[CH:49]=[CH:48][C:28]([O:29][C:30]2[CH:31]=[CH:32][C:33]([C:36]([C:37]3[CH:42]=[CH:41][C:40]([O:43][CH3:44])=[C:39]([O:45][CH3:46])[CH:38]=3)=[CH:22][C:19]([O:51][N:12]3[CH2:13][CH2:14][O:15][CH2:16][CH2:17]3)=[O:21])=[N:34][CH:35]=2)=[CH:27][CH:26]=1 |f:1.2|. Procedure details: In 1,2-dimethoxyethane (10 ml) was dissolved diethylphosphonoacetic acid morpholide (210 mg), to which was added 90% potassium tert-butoxide (100 mg). To the mixture was added, after the tert-butoxy potassium was completely dissolved, 5-(4-chlorophenoxy)-2-(3,4-dimethoxybenzoyl)pyridine (240 mg). The mixture was stirred for one hour at room temperature and for 6 hours at 50° C. to 60° C. The reaction mixture was concentrated, and there was added water (30 ml), followed by extraction with ethyl a... Starting materials: CO, CCC(CCC#N)(c1ccc(Cl)cc1)c1c[nH]c2c(CSC)cccc12, ClCCl, O=C(OO)c1cccc(Cl)c1. The product is CCC(CCC#N)(c1ccc(Cl)cc1)c1c[nH]c2c(CS(C)=O)cccc12. As a reaction SMILES: [CH3:41][OH:42].[Cl:1][c:2]1[cH:3][cH:4][c:5]([C:8]([CH2:9][CH2:10][C:11]#[N:12])([CH2:13][CH3:14])[c:15]2[cH:16][nH:17][c:18]3[c:19]([CH2:24][S:25][CH3:26])[cH:20][cH:21][cH:22][c:23]23)[cH:6][cH:7]1.[Cl:27][CH2:28][Cl:29].[OH:30][O:31][C:32]([c:33]1[cH:34][c:35]([Cl:36])[cH:37][cH:38][cH:39]1)=[O:40]>>[Cl:1][c:2]1[cH:3][cH:4][c:5]([C:8]([CH2:9][CH2:10][C:11]#[N:12])([CH2:13][CH3:14])[c:15]2[cH:16][nH:17][c:18]3[c:19]([CH2:24][S:25]([CH3:26])=[O:30])[cH:20][cH:21][cH:22][c:23]23)[cH:6][cH:7]1. Reactants: BrC=1C=C(C(=NC1)F)[C@@]1(CS(C2(CCC2)C(=N1)NC(OC(C)(C)C)=O)(=O)=O)C ((R)-tert-butyl (7-(5-bromo-2-fluoropyridin-3-yl)-7-methyl-5,5-dioxido-5-thia-8-azaspiro[3.5]non-8-en-9-yl)carbamate), C[Si](C)(C)[N-][Si](C)(C)C.[K+] (potassium bis(trimethylsilyl)amide), C(C=C)Br (allyl bromide). Solvent: O1CCCC1 (tetrahydrofuran), C1CCOC1 (THF). Reaction conditions: time 40 minute. The product is C(C=C)[C@H]1S(C2(CCC2)C(=N[C@]1(C)C=1C(=NC=C(C1)Br)F)NC(OC(C)(C)C)=O)(=O)=O (tert-butyl ((6R,7R)-6-allyl-7-(5-bromo-2-fluoropyridin-3-yl)-7-methyl-5,5-dioxido-5-thia-8-azaspiro[3.5]non-8-en-9-yl)carbamate). Yield: 37.2%. RXN SMILES: [Br:1][C:2]1[CH:3]=[C:4]([C@@:9]2([CH3:28])[N:17]=[C:16]([NH:18][C:19](=[O:25])[O:20][C:21]([CH3:24])([CH3:23])[CH3:22])[C:12]3([CH2:15][CH2:14][CH2:13]3)[S:11](=[O:27])(=[O:26])[CH2:10]2)[C:5]([F:8])=[N:6][CH:7]=1.C[Si]([N-][Si](C)(C)C)(C)C.[K+].[CH2:39](Br)[CH:40]=[CH2:41]>C1COCC1>[CH2:41]([C@@H:10]1[C@:9]([C:4]2[C:5]([F:8])=[N:6][CH:7]=[C:2]([Br:1])[CH:3]=2)([CH3:28])[N:17]=[C:16]([NH:18][C:19](=[O:25])[O:20][C:21]([CH3:22])([CH3:23])[CH3:24])[C:12]2([CH2:13][CH2:14][CH2:15]2)[S:11]1(=[O:27])=[O:26])[CH:40]=[CH2:39] |f:1.2|. Procedure details: A solution of (R)-tert-butyl (7-(5-bromo-2-fluoropyridin-3-yl)-7-methyl-5,5-dioxido-5-thia-8-azaspiro[3.5]non-8-en-9-yl)carbamate (5.0 g, 10.50 mmol) in THF (100 mL) was brought to −78° C. followed by the dropwise addition of potassium bis(trimethylsilyl)amide, 1 m in tetrahydrofuran (63.0 ml, 63.0 mmol). The resulting mixture was stirred at this temperature for 40 min then neat allyl bromide (2.72 ml, 31.5 mmol) was added dropwise. The mixture was kept at this temperature for 40 min. Then, it w...